Task: describe an organic reaction: reactants, conditions, products, and yield. Dataset: the Open Reaction Database (ORD), a public repository of structured organic reaction records Reactants: [OH-].[Li+] (lithium hydroxide), S(=O)(=O)OC(F)(F)F (HSO3CF3). Yields the product [Li]S(=O)(=O)OC(F)(F)F (LiSO3CF3). Reaction SMILES: [OH-].[Li+:2].[SH:3]([O:6][C:7]([F:10])([F:9])[F:8])(=[O:5])=[O:4]>>[Li:2][S:3]([O:6][C:7]([F:10])([F:9])[F:8])(=[O:5])=[O:4] |f:0.1|. Procedure: To a lithium hydroxide (LiOH.2H2O, 4.20 g, 0.10 mol) aqueous solution, HSO3CF3 (15.01 g, 0.10 mol) was added dropwise. Water was evaporated from the resulting solution in a rotavapor, the residue was recrystallized in ethyl cyanide/toluene to yield LiSO3CF3. The LiSO3CF3 obtained was then dried under vaccum at 140° C. for 24 hr.